This data is from the Open Reaction Database (ORD), a public repository of structured organic reaction records. The task is: describe an organic reaction: reactants, conditions, products, and yield Starting materials: [OH-].[Na+] (NaOH), C(C)(C)(C)OC(=O)N1[C@@H](CC2=CC=CC=C12)COC ((S)-2-methoxymethyl-2,3-dihydro-indole-1-carboxylic acid tert-butyl ester), [OH-].[Na+] (NaOH), C(=O)(C(F)(F)F)O (TFA). Run in C(Cl)Cl (CH2Cl2). Conditions: time 1 hour. Product: COC[C@H]1NC2=CC=CC=C2C1 ((S)-2-Methoxymethyl-2,3-dihydro-1H-indole). Reaction SMILES: C(OC([N:8]1[C:16]2[C:11](=[CH:12][CH:13]=[CH:14][CH:15]=2)[CH2:10][C@H:9]1[CH2:17][O:18][CH3:19])=O)(C)(C)C.C(O)(C(F)(F)F)=O.[OH-].[Na+]>C(Cl)Cl>[CH3:19][O:18][CH2:17][C@@H:9]1[CH2:10][C:11]2[C:16](=[CH:15][CH:14]=[CH:13][CH:12]=2)[NH:8]1 |f:2.3|. Procedure details: A solution of (S)-2-methoxymethyl-2,3-dihydro-indole-1-carboxylic acid tert-butyl ester (3.863 g, 4.67 mmol, 1 eq) in CH2Cl2 (50 mL) was cooled to 0° C. and TFA (12 mL) was added. The reaction was stirred at room temperature for 1 hr and then poured carefully into 1 N NaOH. The pH was adjusted to basic with 2.5 N NaOH and it was extracted with CH2Cl2. The combined organics dried over sodium sulfate and concentrated to afford the title compound as a yellow oil, which was used crude in the followi... The reactants are [C-]#N, [C-]#N, CN(C)C=O, Cc1cc(C(F)(F)F)cc(Cl)n1, O, [Zn+2]. Product: Cc1cc(C(F)(F)F)cc(C#N)n1. Reaction SMILES: [C-:18]#[N:19].[C-:21]#[N:22].[CH3:1][N:2]([CH3:3])[CH:4]=[O:5].[Cl:6][c:7]1[n:8][c:9]([CH3:17])[cH:10][c:11]([C:13]([F:14])([F:15])[F:16])[cH:12]1.[OH2:23].[Zn+2:20]>>[C:1](#[N:2])[c:7]1[n:8][c:9]([CH3:17])[cH:10][c:11]([C:13]([F:14])([F:15])[F:16])[cH:12]1. Starting materials: NC1=C(C(=O)N)C=CC=C1N (2,3-diaminobenzamide), ClC=1N=NC(=CC1C(=O)O)Cl (3,6-Dichloropyridazine-4-carboxylic acid), C(=O)(N1C=NC=C1)N1C=NC=C1 (1,1′-carbonyldiimidazole), C1=CN(C=N1)C(=O)N2C=CN=C2 (CDI). Solvent: N1=CC=CC=C1 (pyridine), CN(C)C=O (DMF). Run at temperature 50 celsius. The product is NC1=C(C=CC=C1C(N)=O)NC(=O)C1=C(N=NC(=C1)Cl)Cl (3,6-Dichloro-pyridazine-4-carboxylic acid (2-amino-3-carbamoylphenyl)-amide). RXN SMILES: [Cl:1][C:2]1[N:3]=[N:4][C:5]([Cl:11])=[CH:6][C:7]=1[C:8](O)=[O:9].C(N1C=CN=C1)(N1C=CN=C1)=O.[NH2:24][C:25]1[C:33]([NH2:34])=[CH:32][CH:31]=[CH:30][C:26]=1[C:27]([NH2:29])=[O:28]>CN(C=O)C.N1C=CC=CC=1>[NH2:24][C:25]1[C:26]([C:27](=[O:28])[NH2:29])=[CH:30][CH:31]=[CH:32][C:33]=1[NH:34][C:8]([C:7]1[CH:6]=[C:5]([Cl:11])[N:4]=[N:3][C:2]=1[Cl:1])=[O:9]. Procedure: 3,6-Dichloropyridazine-4-carboxylic acid (1.15 g, 5.96 mmol) and 1,1′-carbonyldiimidazole (CDI (0.97 g) in DMF (25 ml) were stirred at room temperature for 2 h. A solution of 2,3-diaminobenzamide (1.30 g, 5.96 mmol) in pyridine (25 ml) was added and the solution heated at 50° C. for 4 h. The cooled solution was concentrated and partitioned between ethyl acetate (EtOAc) and water, the organic layer separated, dried, filtered and concentrated to give the product. Reactants: [O-]CC.[Na+] (sodium ethoxide), C(C)O (ethanol), CS(=O)(=O)NC1=CC2=C(NC(=NS2(=O)=O)CC(=O)O)C=C1 ((7-methanesulfonylamino-1,1-dioxo-1,4-dihydro-1λ6-benzo[1,2,4] thiadiazin-3-yl)-acetic acid), C(C)OC(=O)C1C(CCC1)NC1=CC=CC=C1 (2-phenylamino-cyclopentanecarboxylic acid ethyl ester), CN1CCOCC1 (N-methylmorpholine), Cl.CN(CCCN=C=NCC)C (1-(3-dimethylaminopropyl)-3-ethylcarbo-diimide hydrochloride). The solvent is C(C)(=O)O (acetic acid), CN(C=O)C (N,N-dimethylformamide). Conditions: temperature 25 celsius, time 4 hour. The product is OC1=C(C(N([C@H]2CCC[C@@H]12)C1=CC=CC=C1)=O)C1=NS(C2=C(N1)C=CC(=C2)NS(=O)(=O)C)(=O)=O (cis-N-[3-(4-Hydroxy-2-oxo-1-phenyl-2,4a,5,6,7,7a-hexahydro-1H-[1]pyrindin-3-yl)-1,1-dioxo-1,4-dihydro-1λ6-benzo[1,2,4]thiadiazin-7-yl]-methanesulfonamide). The yield is 16.7%. RXN SMILES: [CH3:1][S:2]([NH:5][C:6]1[CH:21]=[CH:20][C:9]2[NH:10][C:11]([CH2:16][C:17](O)=[O:18])=[N:12][S:13](=[O:15])(=[O:14])[C:8]=2[CH:7]=1)(=[O:4])=[O:3].C(O[C:25]([CH:27]1[CH2:31][CH2:30][CH2:29][CH:28]1[NH:32][C:33]1[CH:38]=[CH:37][CH:36]=[CH:35][CH:34]=1)=[O:26])C.CN1CCOCC1.Cl.CN(C)CCCN=C=NCC.[O-]CC.[Na+].C(O)C>CN(C)C=O.C(O)(=O)C>[OH:26][C:25]1[C@H:27]2[C@H:28]([CH2:29][CH2:30][CH2:31]2)[N:32]([C:33]2[CH:34]=[CH:35][CH:36]=[CH:37][CH:38]=2)[C:17](=[O:18])[C:16]=1[C:11]1[NH:10][C:9]2[CH:20]=[CH:21][C:6]([NH:5][S:2]([CH3:1])(=[O:4])=[O:3])=[CH:7][C:8]=2[S:13](=[O:15])(=[O:14])[N:12]=1 |f:3.4,5.6|. Procedure details: A solution of (7-methanesulfonylamino-1,1-dioxo-1,4-dihydro-1λ6-benzo[1,2,4] thiadiazin-3-yl)-acetic acid (prepared as described in Example 1j, 0.100 g, 0.300 mmol) and 2-phenylamino-cyclopentanecarboxylic acid ethyl ester (0.070 g, 0.300 mmol) in N,N-dimethylformamide (1.5 mL) was treated with N-methylmorpholine (72.8 mg, 0.72 mmol), 1-(3-dimethylaminopropyl)-3-ethylcarbo-diimide hydrochloride (69.0 mg, 0.36 mmol) and stirred at 25° C. for 4 h. The solvent was removed in vacuo. The crude materi...